This data is from the Open Reaction Database (ORD), a public repository of structured organic reaction records. The task is: describe an organic reaction: reactants, conditions, products, and yield Reported procedure: 65 ml of benzene was added to 10 grams of 3-(2-thienyl)acrylic acid. 7.8 ml of thionyl chloride was added dropwise slowly thereto at ambient temperature. The temperature was elevated to 70° C. and the heating was continued until foaming ceased. Benzene and thionyl chloride were distilled off and the residue was dried thoroughly under reduced pressure. RXN SMILES: [S:1]1[CH:5]=[CH:4][CH:3]=[C:2]1[CH:6]=[CH:7][C:8]([OH:10])=O.S(Cl)([Cl:13])=O>C1C=CC=CC=1>[S:1]1[CH:5]=[CH:4][CH:3]=[C:2]1[CH:6]=[CH:7][C:8]([Cl:13])=[O:10]. The solvent is C1=CC=CC=C1 (benzene). Starting materials: S1C(=CC=C1)C=CC(=O)O (3-(2-thienyl)acrylic acid), S(=O)(Cl)Cl (thionyl chloride). Yields the product S1C(=CC=C1)C=CC(=O)Cl (3-(2-thienyl)acryloylchloride). The reactants are FC1=C(C=C(C=C1)C=1C=C(C(NN1)=O)C(=O)OC)C (6-(4-fluoro-3-methylphenyl)-4-methoxycarbonyl-2H-pyridazin-3-one), CS(=O)(=O)OCCC1=CC=C(C=C1)Cl (2-(4-chlorophenyl)ethanol methanesulfonate). The product is C(=O)(O)C=1C(N(N=C(C1)C1=CC(=C(C=C1)F)C)CCC1=CC=C(C=C1)Cl)=O (4-carboxy-2-[2-(4-chlorophenyl)ethyl]-6-(4-fluoro-3-methylphenyl)-2H-pyridazin-3-one). The yield is 56.3%. Reaction SMILES: [F:1][C:2]1[CH:7]=[CH:6][C:5]([C:8]2[CH:9]=[C:10]([C:15]([O:17]C)=[O:16])[C:11](=[O:14])[NH:12][N:13]=2)=[CH:4][C:3]=1[CH3:19].CS(O[CH2:25][CH2:26][C:27]1[CH:32]=[CH:31][C:30]([Cl:33])=[CH:29][CH:28]=1)(=O)=O>>[C:15]([C:10]1[C:11](=[O:14])[N:12]([CH2:25][CH2:26][C:27]2[CH:32]=[CH:31][C:30]([Cl:33])=[CH:29][CH:28]=2)[N:13]=[C:8]([C:5]2[CH:6]=[CH:7][C:2]([F:1])=[C:3]([CH3:19])[CH:4]=2)[CH:9]=1)([OH:17])=[O:16]. Reported procedure: Following the procedure of Example 1(6), 6-(4-fluoro-3-methylphenyl)-4-methoxycarbonyl-2H-pyridazin-3-one and 2-(4-chlorophenyl)ethanol methanesulfonate were reacted. Without purification, the reaction product was reacted further following the procedure of Example 1(7) to yield the title compound as a pale yellow solid (yield: 56.3%). Reactants: C(C)OC1=C(C=C2C(=C(C=NC2=C1)C#N)O)[N+](=O)[O-] (7-Ethoxy-4-hydroxy-6-nitro-quinoline-3-carbonitrile), P(Cl)(Cl)(Cl)(Cl)Cl (phosphorous pentachloride), P(=O)(Cl)(Cl)Cl (phosphorous oxychloride). The solvent is CCCCCC (hexane). The product is ClC1=C(C=NC2=CC(=C(C=C12)[N+](=O)[O-])OCC)C#N (4-Chloro-7-ethoxy-6-nitro-quinoline-3-carbonitrile). Isolated yield 58.2%. As a reaction SMILES: [CH2:1]([O:3][C:4]1[CH:13]=[C:12]2[C:7]([C:8](O)=[C:9]([C:14]#[N:15])[CH:10]=[N:11]2)=[CH:6][C:5]=1[N+:17]([O-:19])=[O:18])[CH3:2].P(Cl)(Cl)(Cl)(Cl)[Cl:21].P(Cl)(Cl)(Cl)=O>CCCCCC>[Cl:21][C:8]1[C:7]2[C:12](=[CH:13][C:4]([O:3][CH2:1][CH3:2])=[C:5]([N+:17]([O-:19])=[O:18])[CH:6]=2)[N:11]=[CH:10][C:9]=1[C:14]#[N:15]. Procedure details: A mixture of 3.45 g (13 mmol) of 7-Ethoxy-4-hydroxy-6-nitro-quinoline-3-carbonitrile, 5.55 g (26 mmol) of phosphorous pentachloride, and 10 ml of phosphorous oxychloride was refluxed for 3 hours. The mixture was diluted with hexane and the solid was collected. The solid was dissolved in 500 ml of ethyl acetate and washed with cold diluted sodium hydroxide solution. The solution was dried over magnesium sulfate and filtered through a pad of silica gel. The solvent was removed giving 2.1 g of beig...